The task is: describe an organic reaction: reactants, conditions, products, and yield. This data is from the Open Reaction Database (ORD), a public repository of structured organic reaction records. Starting materials: ClC1=NC(=C(C(=N1)Cl)C#N)Cl (2,4,6-trichloro-5-pyrimidinecarbonitrile), C(C)N (ethylamine). The solvent is CC(=O)C (acetone). Run at time 16 hour. Yields the product ClC1=NC(=NC(=C1C#N)Cl)NCC (4,6-dichloro-2-ethylamino-5-pyrimidinecarbonitrile). As a reaction SMILES: Cl[C:2]1[N:7]=[C:6]([Cl:8])[C:5]([C:9]#[N:10])=[C:4]([Cl:11])[N:3]=1.[CH2:12]([NH2:14])[CH3:13]>CC(C)=O>[Cl:11][C:4]1[C:5]([C:9]#[N:10])=[C:6]([Cl:8])[N:7]=[C:2]([NH:14][CH2:12][CH3:13])[N:3]=1. Reported procedure: A stirred solution of 12.9 grams of 2,4,6-trichloro-5-pyrimidinecarbonitrile in 150 ml of acetone was cooled to -10°, and 7.7 grams of an aqueous 70% ethylamine solution was added dropwise during 2 hours. The temperature of the reaction mixture was maintained at -10° throughout the addition. Following complete addition, the reaction mixture was allowed to warm to room temperature, where it stood for 16 hours. Then most of the acetone was removed by evaporation under reduced pressure. The residue... Reactants: [K+].[Br-] (KBr), O.[OH-].[Li+] (lithium hydroxide monohydrate), O (water), COC(=O)C1=CN(C=C1)C1=CN=CC2=CC=CC=C12 (3-methoxycarbonyl-1-(isoquinol-4-yl)-1H-pyrrole). Solvent: O1CCCC1 (tetrahydrofuran). Conditions: time 15 hour. Yields the product C(=O)(O)C1=CN(C=C1)C1=CN=CC2=CC=CC=C12 (3-Carboxy-1-(isoquinol-4-yl)-1H-pyrrole). Reaction SMILES: O.[OH-].[Li+].O.C[O:6][C:7]([C:9]1[CH:13]=[CH:12][N:11]([C:14]2[C:23]3[C:18](=[CH:19][CH:20]=[CH:21][CH:22]=3)[CH:17]=[N:16][CH:15]=2)[CH:10]=1)=[O:8].[K+].[Br-]>O1CCCC1>[C:7]([C:9]1[CH:13]=[CH:12][N:11]([C:14]2[C:23]3[C:18](=[CH:19][CH:20]=[CH:21][CH:22]=3)[CH:17]=[N:16][CH:15]=2)[CH:10]=1)([OH:8])=[O:6] |f:0.1.2,5.6|. Procedure details: 0.63 g (15.02 mmol) of lithium hydroxide monohydrate and 20 mL of water are added to a solution, at a temperature in the region of 22° C., of 0.95 g (376 mmol) of 3-methoxycarbonyl-1-(isoquinol-4-yl)-1H-pyrrole in 20 mL of tetrahydrofuran. After stirring at the reflux point of the solvent for 15 hours, the reaction mixture is concentrated to dryness under reduced pressure (2.7 kPa) and the residue is dissolved in water. The solution is extracted with ethyl acetate and the organic phase is discar...